From a dataset of the Open Reaction Database (ORD), a public repository of structured organic reaction records. describe an organic reaction: reactants, conditions, products, and yield Starting materials: N1=CC=C(C=C1)CN1C(CCC1=O)=O (1-(4-Pyridinylmethyl)-2,5-pyrrolidinedione), Cl (HCl). Reagents/catalysts: [Pt]=O (platinum oxide). The solvent is C(C)O (ethanol). The product is Cl.N1CCC(CC1)CN1C(CCC1=O)=O (1-[(4-Piperidinyl)methyl]-2,5-pyrrolidinedione hydrochloride). As a reaction SMILES: [N:1]1[CH:6]=[CH:5][C:4]([CH2:7][N:8]2[C:12](=[O:13])[CH2:11][CH2:10][C:9]2=[O:14])=[CH:3][CH:2]=1.[ClH:15]>C(O)C.[Pt]=O>[ClH:15].[NH:1]1[CH2:2][CH2:3][CH:4]([CH2:7][N:8]2[C:12](=[O:13])[CH2:11][CH2:10][C:9]2=[O:14])[CH2:5][CH2:6]1 |f:4.5|. Reported procedure: A suspension of platinum oxide (0.3 g), in a solution of XVII (16.71 g, 88 mmol) in ethanol (100 mL) and concentrated HCl (17.6 g, 176 mmol), was hydrogenated in a 500 mL Parr bottle at 60 psi and room temperature for 24 hr. The mixture was then filtered. The filtrate was concentrated in vacuo to give the product as a white powder which was used in the next step without further purification.